This data is from the Open Reaction Database (ORD), a public repository of structured organic reaction records. The task is: describe an organic reaction: reactants, conditions, products, and yield Reactants: O1C(CO)C1(CCCC(C)C)C (2,3-epoxy-3,7-dimethyl-1-octanol), OCCNC ((2-hydroxyethyl)methylamine). The solvent is C1(=CC=CC=C1)C (toluene). Yields the product OCCN(C(CO)C(CCCC(C)C)(O)C)C (2-[(2hydroxyethyl)methylamino]-3,7-dimethyl-1,3-octanediol). Isolated yield 85.0%. Reaction SMILES: [O:1]1[C:5]([CH3:12])([CH2:6][CH2:7][CH2:8][CH:9]([CH3:11])[CH3:10])[CH:2]1[CH2:3][OH:4].[OH:13][CH2:14][CH2:15][NH:16][CH3:17]>C1(C)C=CC=CC=1>[OH:13][CH2:14][CH2:15][N:16]([CH3:17])[CH:2]([C:5]([CH3:12])([OH:1])[CH2:6][CH2:7][CH2:8][CH:9]([CH3:11])[CH3:10])[CH2:3][OH:4]. Procedure details: A solution of 17.2 g of 2,3-epoxy-3,7-dimethyl-1-octanol, 15.0 g of (2-hydroxyethyl)methylamine and 20 ml of toluene was refluxed for 4 hours. After the reaction was completed, the reaction mixture was distilled under reduced pressure to give 21.0 g (yield 85%) of 2-[(2hydroxyethyl)methylamino]-3,7-dimethyl-1,3-octanediol Compound (60)]. The physical constants of Compound (60) are as follows. The reactants are C(C#CCC)(=O)OC (methyl pentynoate), C(CCC)(N)=NO (butyramidoxime). Run in C=1(C(=CC=CC1)C)C (xylene). Conditions: temperature 50 celsius. Product: C(C)C=1N=C(NC1C(=O)OC)CCC (Methyl 4-ethyl-2-propylimidazole-5-carboxylate). Yield: 27.9%. Reaction SMILES: [C:1]([O:7][CH3:8])(=[O:6])[C:2]#[C:3][CH2:4][CH3:5].[C:9](=[N:14]O)([NH2:13])[CH2:10][CH2:11][CH3:12]>C1(C)C(C)=CC=CC=1>[CH2:4]([C:3]1[N:13]=[C:9]([CH2:10][CH2:11][CH3:12])[NH:14][C:2]=1[C:1]([O:7][CH3:8])=[O:6])[CH3:5]. Procedure: 93 g of methyl pentynoate and 82 g butyramidoxime are mixed together without solvent and heated to 50° C for 24 hours. 400 mL xylene was added and water was azaeotropically removed for 6 hours. The reaction was then distilled (140° C. at 0.2 torr) to give 44 g product. Reactants: CC#N, Fc1ccc(CBr)cc1, c1ccc(P(c2ccccc2)c2ccccc2)cc1. The product is [Br-], Fc1ccc([P+](c2ccccc2)(c2ccccc2)c2ccccc2)cc1. As a reaction SMILES: [CH3:29][C:30]#[N:31].[F:1][c:2]1[cH:3][cH:4][c:5]([CH2:6][Br:7])[cH:8][cH:9]1.[c:10]1([P:16]([c:17]2[cH:18][cH:19][cH:20][cH:21][cH:22]2)[c:23]2[cH:24][cH:25][cH:26][cH:27][cH:28]2)[cH:11][cH:12][cH:13][cH:14][cH:15]1>>[Br-:7].[F:1][c:2]1[cH:3][cH:4][c:5]([P+:16]([c:10]2[cH:11][cH:12][cH:13][cH:14][cH:15]2)([c:17]2[cH:18][cH:19][cH:20][cH:21][cH:22]2)[c:23]2[cH:24][cH:25][cH:26][cH:27][cH:28]2)[cH:8][cH:9]1. Reaction SMILES: [Cl:1][C:2]1[CH:3]=[C:4]([CH:21]=[CH:22][CH:23]=1)[C:5]([O:7][CH:8]1[CH2:13][CH2:12][N:11]([CH2:14][C:15]2[CH:20]=[CH:19][CH:18]=[CH:17][CH:16]=2)[CH2:10][CH2:9]1)=[O:6].CO>CCOCC>[ClH:1].[Cl:1][C:2]1[CH:3]=[C:4]([CH:21]=[CH:22][CH:23]=1)[C:5]([O:7][CH:8]1[CH2:13][CH2:12][N:11]([CH2:14][C:15]2[CH:16]=[CH:17][CH:18]=[CH:19][CH:20]=2)[CH2:10][CH2:9]1)=[O:6] |f:3.4|. Yields the product Cl.ClC=1C=C(C(=O)OC2CCN(CC2)CC2=CC=CC=C2)C=CC1 (1-benzyl-piperidin-4-yl 3-chloro-benzoate hydrochloride). The solvent is CCOCC (ether). Reported procedure: 0.1 g (0.0003 mol) of 1-benzyl-piperidin-4-yl 3-chloro-benzoate was dissolved in 5 ml of ether and 0.5 ml of methanol and treated with 1 ml of 1N ethereal HCI. The mixture was stirred for 2 hrs. and the resulting precipitate was filtered off, washed with ether and dried. 0.095 g (86%) of 1-benzyl-piperidin-4-yl 3-chloro-benzoate hydrochloride (1:1) was obtained as white crystals, m.p. 212°-213°. The reactants are ClC=1C=C(C(=O)OC2CCN(CC2)CC2=CC=CC=C2)C=CC1 (1-benzyl-piperidin-4-yl 3-chloro-benzoate), CO (methanol). Run at time 2 hour. Isolated yield 172.9%. The reactants are CC(=O)O, Cl, CCOC(=O)c1cn(-c2cccs2)c2c(F)c(F)c(F)c(C)c2c1=O. Yields the product Cc1c(F)c(F)c(F)c2c1c(=O)c(C(=O)O)cn2-c1cccs1. Reaction SMILES: [CH3:27][C:28](=[O:29])[OH:30].[ClH:26].[s:1]1[c:2](-[n:6]2[cH:7][c:8]([C:21](=[O:22])[O:23][CH2:24][CH3:25])[c:9](=[O:20])[c:10]3[c:11]([CH3:19])[c:12]([F:18])[c:13]([F:17])[c:14]([F:16])[c:15]23)[cH:3][cH:4][cH:5]1>>[s:1]1[c:2](-[n:6]2[cH:7][c:8]([C:21](=[O:22])[OH:23])[c:9](=[O:20])[c:10]3[c:11]([CH3:19])[c:12]([F:18])[c:13]([F:17])[c:14]([F:16])[c:15]23)[cH:3][cH:4][cH:5]1. Reactants: CC(C(=O)OC(C)(C)C)N1CCC(NS(=O)(=O)c2ccc3cc(Cl)ccc3c2)C1=O, CCO, CC(C)NC(C)C, ClCCl, [H][H]. RXN SMILES: [C:1]([CH3:2])([CH3:3])([CH3:4])[O:5][C:6]([CH:7]([CH3:8])[N:9]1[C:10](=[O:29])[CH:11]([NH:14][S:15](=[O:16])(=[O:17])[c:18]2[cH:19][c:20]3[cH:21][cH:22][c:23]([Cl:28])[cH:24][c:25]3[cH:26][cH:27]2)[CH2:12][CH2:13]1)=[O:30].[CH3:31][CH2:32][OH:33].[CH:36]([NH:37][CH:38]([CH3:39])[CH3:40])([CH3:41])[CH3:42].[Cl:43][CH2:44][Cl:45].[H:34][H:35]>>[C:1]([CH3:2])([CH3:3])([CH3:4])[O:5][C:6]([CH:7]([CH2:8][CH3:31])[N:9]1[C:10](=[O:29])[CH:11]([NH:14][S:15](=[O:16])(=[O:17])[c:18]2[cH:19][c:20]3[cH:21][cH:22][c:23]([Cl:28])[cH:24][c:25]3[cH:26][cH:27]2)[CH2:12][CH2:13]1)=[O:30]. The product is CCC(C(=O)OC(C)(C)C)N1CCC(NS(=O)(=O)c2ccc3cc(Cl)ccc3c2)C1=O. Reactants: CC1=CC=C(CCl)C=C1 (4-methylbenzyl chloride), C(C)OCC (diethyl ether), C(C(C)C)#N (isobutyronitrile), C(C)OCC (diethyl ether), Cl (hydrochloric acid), [Mg] (magnesium), II (iodine), C(C)OCC (diethyl ether). Conditions: time 0.5 hour. Product: CC(C(CC1=CC=C(C=C1)C)=O)C (3-methyl-1-(4-methylphenyl)butan-2-one). Reaction SMILES: [Mg].II.[CH3:4][C:5]1[CH:12]=[CH:11][C:8]([CH2:9]Cl)=[CH:7][CH:6]=1.[C:13](#N)[CH:14]([CH3:16])[CH3:15].Cl.C([O:21]CC)C>>[CH3:15][CH:14]([CH3:16])[C:13](=[O:21])[CH2:9][C:8]1[CH:11]=[CH:12][C:5]([CH3:4])=[CH:6][CH:7]=1. Procedure: While stirring magnesium (22.5 g, 925 mmol) and iodine (1 crumb) in diethyl ether (400 ml), a solution of 4-methylbenzyl chloride (65.0 g, 463 mmol) in diethyl ether (500 ml) was dropwise added slowly at room temperature. After completion of the dropwise addition, the mixture was stirred at room temperature for 0.5 hr. To the reaction solution was added dropwise a solution of isobutyronitrile (21.31 g, 308.3 mmol) in diethyl ether (100 ml) under ice-cooling, and the mixture was stirred overnight...